This data is from the Open Reaction Database (ORD), a public repository of structured organic reaction records. The task is: describe an organic reaction: reactants, conditions, products, and yield Reactants: C(C)C=1NC2=CC=C(C(=C2C1)C(F)(F)F)C#N (2-ethyl-4-(trifluoromethyl)-1H-indole-5-carbonitrile), FC(C=1C=C(C=C(C1)C(F)(F)F)C1=NC(=NO1)CCl)(F)F (5-[3,5-bis(trifluoromethyl)phenyl]-3-(chloromethyl)-1,2,4-oxadiazole). The product is FC(C=1C=C(C=C(C1)C(F)(F)F)C1=NC(=NO1)CN1C(=CC2=C(C(=CC=C12)C#N)C(F)(F)F)CC)(F)F (1-({5-[3,5-Bis(trifluoromethyl)phenyl]-1,2,4-oxadiazol-3-yl}methyl)-2-ethyl-4-(trifluoromethyl)-1H-indole-5-carbonitrile). Reaction SMILES: [CH2:1]([C:3]1[NH:4][C:5]2[C:10]([CH:11]=1)=[C:9]([C:12]([F:15])([F:14])[F:13])[C:8]([C:16]#[N:17])=[CH:7][CH:6]=2)[CH3:2].[F:18][C:19]([F:38])([F:37])[C:20]1[CH:21]=[C:22]([C:30]2[O:34][N:33]=[C:32]([CH2:35]Cl)[N:31]=2)[CH:23]=[C:24]([C:26]([F:29])([F:28])[F:27])[CH:25]=1>>[F:38][C:19]([F:18])([F:37])[C:20]1[CH:21]=[C:22]([C:30]2[O:34][N:33]=[C:32]([CH2:35][N:4]3[C:5]4[C:10](=[C:9]([C:12]([F:15])([F:13])[F:14])[C:8]([C:16]#[N:17])=[CH:7][CH:6]=4)[CH:11]=[C:3]3[CH2:1][CH3:2])[N:31]=2)[CH:23]=[C:24]([C:26]([F:28])([F:27])[F:29])[CH:25]=1. Procedure details: Synthesized as described in Example 145B from 2-ethyl-4-(trifluoromethyl)-1H-indole-5-carbonitrile and 5-[3,5-bis(trifluoromethyl)phenyl]-3-(chloromethyl)-1,2,4-oxadiazole: MS (ESI): m/z 533 (M+1). Starting materials: OC(CCl)c1ccc(F)cc1, [Na+], [OH-], O. Yields the product Fc1ccc(C2CO2)cc1. RXN SMILES: [F:1][c:2]1[cH:3][cH:4][c:5]([CH:8]([CH2:9][Cl:10])[OH:11])[cH:6][cH:7]1.[Na+:13].[OH-:12].[OH2:14]>>[F:1][c:2]1[cH:3][cH:4][c:5]([CH:8]2[CH2:9][O:11]2)[cH:6][cH:7]1. The reactants are NC=1SC(=CC1C#N)C=1C=NC=CC1 (2-Amino-5-pyridin-3-ylthiophene-3-carbonitrile), BrC1=CC=CC(=N1)CN1CCOCC1 (4-[(6-Bromopyridin-2-yl)methyl]morpholine), bis(triphenylphosphine), C1(CCCCC1)P(C1=C(C=CC=C1)C1=C(C=C(C=C1C(C)C)C(C)C)C(C)C)C1CCCCC1 (2-dicylohexylphosphino-2′,4′,6′-triisopropyl-1,1-biphenyl), C([O-])([O-])=O.[K+].[K+] (potassium carbonate). Solvent: C(C)(C)(CC)O (tert-amyl alcohol). Conditions: temperature 100 celsius. The product is N1(CCOCC1)CC1=CC=CC(=N1)NC=1SC(=CC1C#N)C=1C=NC=CC1 (2-{[6-(Morpholin-4-ylmethyl)pyridin-2-yl]amino}-5-pyridin-3-ylthiophene-3-carbonitrile). RXN SMILES: [NH2:1][C:2]1[S:3][C:4]([C:9]2[CH:10]=[N:11][CH:12]=[CH:13][CH:14]=2)=[CH:5][C:6]=1[C:7]#[N:8].Br[C:16]1[N:21]=[C:20]([CH2:22][N:23]2[CH2:28][CH2:27][O:26][CH2:25][CH2:24]2)[CH:19]=[CH:18][CH:17]=1.C1(P(C2CCCCC2)C2C=CC=CC=2C2C(C(C)C)=CC(C(C)C)=CC=2C(C)C)CCCCC1.C(=O)([O-])[O-].[K+].[K+]>C(O)(CC)(C)C>[N:23]1([CH2:22][C:20]2[N:21]=[C:16]([NH:1][C:2]3[S:3][C:4]([C:9]4[CH:10]=[N:11][CH:12]=[CH:13][CH:14]=4)=[CH:5][C:6]=3[C:7]#[N:8])[CH:17]=[CH:18][CH:19]=2)[CH2:24][CH2:25][O:26][CH2:27][CH2:28]1 |f:3.4.5|. Procedure: 2-Amino-5-pyridin-3-ylthiophene-3-carbonitrile (76 mg, 0.38 mmol), 4-[(6-bromopyridin-2-yl)methyl]morpholine (Example 45, Step 1) (97 mg, 0.38 mmol), dibenyzlideneacetone bis(triphenylphosphine) (17.29 mg, 0.02 mmol), 2-dicylohexylphosphino-2′,4′,6′-triisopropyl-1,1-biphenyl (45.0 mg, 0.09 mmol), and potassium carbonate (57.4 mg, 0.42 mmol) were dissolved in tert-amyl alcohol (3.8 ml) and the mixture was bubbled with nitrogen for 5 min. The reaction was then heated to 100° C. overnight. The mixt... Reactants: C=CCc1cc2c(c(CC=C)c1OC1CCCCO1)CCC(=O)N2CCC#N, CO. Yields the product C=CCc1cc2c(c(CC=C)c1O)CCC(=O)N2CCC#N. Reaction SMILES: [C:1](#[N:2])[CH2:3][CH2:4][N:5]1[C:6](=[O:28])[CH2:7][CH2:8][c:9]2[c:10]([CH2:25][CH:26]=[CH2:27])[c:11]([O:18][CH:19]3[CH2:20][CH2:21][CH2:22][CH2:23][O:24]3)[c:12]([CH2:15][CH:16]=[CH2:17])[cH:13][c:14]21.[CH3:29][OH:30]>>[C:1](#[N:2])[CH2:3][CH2:4][N:5]1[C:6](=[O:28])[CH2:7][CH2:8][c:9]2[c:10]([CH2:25][CH:26]=[CH2:27])[c:11]([OH:18])[c:12]([CH2:15][CH:16]=[CH2:17])[cH:13][c:14]21. Reactants: C([O-])([O-])=O.[K+].[K+] (potassium carbonate), BrCCCCCCCC (bromooctane), O (water), FC1=C(C(=C(C=C1F)F)F)O (2,3,5,6-tetrafluorophenol). The reagents and catalysts are CCCC[N+](CCCC)(CCCC)CCCC.[Br-] (TBAB). Run in CCC(=O)C (MEK), CCC(=O)C (MEK). Yields the product C(CCCCCCC)OC1=C(C(=CC(=C1F)F)F)F (4-octyloxy-2,3,5,6-tetrafluorobenzene). Yield: 99.6%. As a reaction SMILES: [F:1][C:2]1[C:7]([F:8])=[CH:6][C:5]([F:9])=[C:4]([F:10])[C:3]=1[OH:11].C(=O)([O-])[O-].[K+].[K+].Br[CH2:19][CH2:20][CH2:21][CH2:22][CH2:23][CH2:24][CH2:25][CH3:26].O>CCC(C)=O.CCCC[N+](CCCC)(CCCC)CCCC.[Br-]>[CH2:19]([O:11][C:3]1[C:2]([F:1])=[C:7]([F:8])[CH:6]=[C:5]([F:9])[C:4]=1[F:10])[CH2:20][CH2:21][CH2:22][CH2:23][CH2:24][CH2:25][CH3:26] |f:1.2.3,7.8|. Reported procedure: To 20.0 g of 2,3,5,6-tetrafluorophenol (1) dissolved in 100 mL of MEK there were added 18.3 g of potassium carbonate, 4.26 g of TBAB and 25.6 g of bromooctane dissolved in 50 mL of MEK, with heating under reflux for 4 hours. After cooling and addition of water, the organic layer was separated and the aqueous layer was extracted with diethyl ether. The organic layers were combined, were washed with saturated brine, and were then dried over anhydrous magnesium sulfate. The solvent was evaporated t... Starting materials: CCOP(=O)(C=CC1OC(n2cnc3c(=O)[nH]c(NC(=O)C(C)C)nc32)C2OC(C)(C)OC12)OCC, O=C(O)C(F)(F)F, O. The product is CCOP(=O)(C=CC1OC(n2cnc3c(=O)[nH]c(NC(=O)C(C)C)nc32)C(O)C1O)OCC. RXN SMILES: [CH2:1]([CH3:2])[O:3][P:4]([O:5][CH2:6][CH3:7])(=[O:8])[CH:9]=[CH:10][CH:11]1[O:12][CH:13]([n:21]2[c:22]3[n:23][c:24]([NH:31][C:32]([CH:33]([CH3:34])[CH3:35])=[O:36])[nH:25][c:26](=[O:30])[c:27]3[n:28][cH:29]2)[CH:14]2[O:15][C:16]([CH3:19])([CH3:20])[O:17][CH:18]12.[F:37][C:38]([F:39])([F:40])[C:41]([OH:42])=[O:43].[OH2:44]>>[CH2:1]([CH3:2])[O:3][P:4]([O:5][CH2:6][CH3:7])(=[O:8])[CH:9]=[CH:10][CH:11]1[O:12][CH:13]([n:21]2[c:22]3[n:23][c:24]([NH:31][C:32]([CH:33]([CH3:34])[CH3:35])=[O:36])[nH:25][c:26](=[O:30])[c:27]3[n:28][cH:29]2)[CH:14]([OH:15])[CH:18]1[OH:17]. Reactants: [Br-], C[Mg+], O=Cc1cc(C(F)(F)F)cc2c1ncn2CC1CC1, [Cl-], [NH4+], C1CCOC1. The product is CC(O)c1cc(C(F)(F)F)cc2c1ncn2CC1CC1. As a reaction SMILES: [Br-:20].[CH3:21][Mg+:22].[CH:1]1([CH2:4][n:5]2[cH:6][n:7][c:8]3[c:9]2[cH:10][c:11]([C:16]([F:17])([F:18])[F:19])[cH:12][c:13]3[CH:14]=[O:15])[CH2:2][CH2:3]1.[Cl-:23].[NH4+:24].[O:25]1[CH2:26][CH2:27][CH2:28][CH2:29]1>>[CH:1]1([CH2:4][n:5]2[cH:6][n:7][c:8]3[c:9]2[cH:10][c:11]([C:16]([F:17])([F:18])[F:19])[cH:12][c:13]3[CH:14]([OH:15])[CH3:21])[CH2:2][CH2:3]1. The reactants are O=C(Nc1ccnc(Br)c1)c1c(Cl)cccc1Cl, O=C([O-])[O-], Cn1ccc(N)n1, [Cs+], [Cs+], O=C(C=Cc1ccccc1)C=Cc1ccccc1, O=C(C=Cc1ccccc1)C=Cc1ccccc1, O=C(C=Cc1ccccc1)C=Cc1ccccc1, C1COCCO1, [Pd], [Pd]. Product: Cn1ccc(Nc2cc(NC(=O)c3c(Cl)cccc3Cl)ccn2)n1. RXN SMILES: [Br:1][c:2]1[n:3][cH:4][cH:5][c:6]([NH:8][C:9]([c:10]2[c:11]([Cl:17])[cH:12][cH:13][cH:14][c:15]2[Cl:16])=[O:18])[cH:7]1.[C:26](=[O:27])([O-:28])[O-:29].[CH3:19][n:20]1[n:21][c:22]([NH2:25])[cH:23][cH:24]1.[Cs+:30].[Cs+:31].[O:34]=[C:35]([CH:36]=[CH:37][c:38]1[cH:39][cH:40][cH:41][cH:42][cH:43]1)[CH:44]=[CH:45][c:46]1[cH:47][cH:48][cH:49][cH:50][cH:51]1.[O:52]=[C:53]([CH:54]=[CH:55][c:56]1[cH:57][cH:58][cH:59][cH:60][cH:61]1)[CH:62]=[CH:63][c:64]1[cH:65][cH:66][cH:67][cH:68][cH:69]1.[O:70]=[C:71]([CH:72]=[CH:73][c:74]1[cH:75][cH:76][cH:77][cH:78][cH:79]1)[CH:80]=[CH:81][c:82]1[cH:83][cH:84][cH:85][cH:86][cH:87]1.[O:88]1[CH2:89][CH2:90][O:91][CH2:92][CH2:93]1.[Pd:32].[Pd:33]>>[c:2]1([NH:25][c:22]2[n:21][n:20]([CH3:19])[cH:24][cH:23]2)[n:3][cH:4][cH:5][c:6]([NH:8][C:9]([c:10]2[c:11]([Cl:17])[cH:12][cH:13][cH:14][c:15]2[Cl:16])=[O:18])[cH:7]1. Starting materials: C(C)N(CC)S(F)(F)F (Diethylaminosulfur trifluoride), ClC=1C=C2C(=CNC2=CC1)CCNC(=O)C1=NOC(=C1)C(O)C1=C(C=CC(=C1)F)F (N-(2-(5-chloro-1H-indol-3-yl)ethyl)-5-((2,5-difluorophenyl)(hydroxy)methyl)isoxazole-3-carboxamide). The solvent is ClCCl (dichloromethane). Conditions: time 3 hour. The product is ClC=1C=C2C(=CNC2=CC1)CCNC(=O)C1=NOC(=C1)C(F)C1=C(C=CC(=C1)F)F (N-(2-(5-chloro-1H-indol-3-yl)ethyl)-5-((2,5-difluorophenyl)fluoromethyl)isoxazole-3-carboxamide). Isolated yield 6.7%. Reaction SMILES: C(N(S(F)(F)[F:7])CC)C.[Cl:10][C:11]1[CH:12]=[C:13]2[C:17](=[CH:18][CH:19]=1)[NH:16][CH:15]=[C:14]2[CH2:20][CH2:21][NH:22][C:23]([C:25]1[CH:29]=[C:28]([CH:30]([C:32]2[CH:37]=[C:36]([F:38])[CH:35]=[CH:34][C:33]=2[F:39])O)[O:27][N:26]=1)=[O:24]>ClCCl>[Cl:10][C:11]1[CH:12]=[C:13]2[C:17](=[CH:18][CH:19]=1)[NH:16][CH:15]=[C:14]2[CH2:20][CH2:21][NH:22][C:23]([C:25]1[CH:29]=[C:28]([CH:30]([C:32]2[CH:37]=[C:36]([F:38])[CH:35]=[CH:34][C:33]=2[F:39])[F:7])[O:27][N:26]=1)=[O:24]. Procedure details: Diethylaminosulfur trifluoride (0.033 mL; 0.197 mmol) was added to a solution of N-(2-(5-chloro-1H-indol-3-yl)ethyl)-5-((2,5-difluorophenyl)(hydroxy)methyl)isoxazole-3-carboxamide (0.074 g; 0.171 mmol) in dichloromethane (5 mL) at −78° C., the resulting mixture was stirred at room temperature for 3 hours, cooled to 0° C. and quenched with water. The layers were separated, the aqueous layer was extracted with dichloromethane. The organic layers rejoined were dried over magnesium sulphate and conc...